From a dataset of the Open Reaction Database (ORD), a public repository of structured organic reaction records. describe an organic reaction: reactants, conditions, products, and yield Reactants: C(C)NC(=O)C1(CC2=C(SC=C2)S1(=O)=O)CC=C (N-Ethyl-2-allyl-2,3-dihydrothieno[2,3-b]thiophene-2-carboxamide-1,1-dioxide), CO.C(Cl)(Cl)Cl (methanol chloroform). Product: C(C)NC(=O)C1(CC2=C(SC=C2)S1(=O)=O)CC=O (N-ethyl-2-(formylmethyl)-2,3-dihydrothieno[2,3-b]thiophene-2-carboxamide-1,1-dioxide). RXN SMILES: [CH2:1]([NH:3][C:4]([C:6]1([CH2:16][CH:17]=C)[S:13](=[O:15])(=[O:14])[C:9]2[S:10][CH:11]=[CH:12][C:8]=2[CH2:7]1)=[O:5])[CH3:2].C[OH:20].C(Cl)(Cl)Cl>>[CH2:1]([NH:3][C:4]([C:6]1([CH2:16][CH:17]=[O:20])[S:13](=[O:15])(=[O:14])[C:9]2[S:10][CH:11]=[CH:12][C:8]=2[CH2:7]1)=[O:5])[CH3:2] |f:1.2|. Procedure: N-Ethyl-2-allyl-2,3-dihydrothieno[2,3-b]thiophene-2-carboxamide-1,1-dioxide (7.2 g, 0.025 mol) in 1:1 methanol-chloroform (300 mL) was cooled to -78° C. Ozone was bubbled into the reaction mixture until a pale blue color persisted. The reaction was sparged with nitrogen for 10 minutes and dimethyl sulfide (7 mL) was added. The solution was warmed to room temperature and the solvents removed in vacuo. The residue was partitioned between water and ethyl acetate. The organic layer was washed with b... Reactants: C(C)OC(=O)C1=CC=CN=N1 (pyridazine-6-carboxylic acid ethyl ester), FC1=C(C=CC(=C1)OC=1SC=CN1)N (2-Fluoro-4-(thiazol-2-yloxy)-phenylamine), C(C)OC(=O)C=1C(=C2N(N=CC(=C2NC2=CC(=C(C=C2)SC=2N(C=CN2)C)Cl)C#N)C1)C (4-[3-Chloro-4-(1-methyl-1H-imidazol-2-ylsulfanyl)-phenylamino]-3-cyano-5-methyl-pyrrolo[1,2-b]pyridazine-6-carboxylic Acid Ethyl Ester). Yields the product C(C)OC(=O)C=1C(=C2N(N=CC(=C2NC2=C(C=C(C=C2)OC=2SC=CN2)F)C#N)C1)C (3-Cyano-4-[2-fluoro-4-(thiazol-2-yloxy)-phenylamino]-5-methyl-pyrrolo[1,2-b]pyridazine-6-carboxylic Acid Ethyl Ester). The yield is 83.0%. Reaction SMILES: C(OC(C1N=NC=CC=1)=O)C.[F:12][C:13]1[CH:18]=[C:17]([O:19][C:20]2[S:21][CH:22]=[CH:23][N:24]=2)[CH:16]=[CH:15][C:14]=1[NH2:25].[CH2:26]([O:28][C:29]([C:31]1[C:32]([CH3:57])=[C:33]2[C:38](NC3C=CC(SC4N(C)C=CN=4)=C(Cl)C=3)=[C:37]([C:54]#[N:55])[CH:36]=[N:35][N:34]2[CH:56]=1)=[O:30])[CH3:27]>>[CH2:26]([O:28][C:29]([C:31]1[C:32]([CH3:57])=[C:33]2[C:38]([NH:25][C:14]3[CH:15]=[CH:16][C:17]([O:19][C:20]4[S:21][CH:22]=[CH:23][N:24]=4)=[CH:18][C:13]=3[F:12])=[C:37]([C:54]#[N:55])[CH:36]=[N:35][N:34]2[CH:56]=1)=[O:30])[CH3:27]. Procedure: Compound 427 (361 mg, 83%) was prepared from 4-chloro-3-cyano-5-methyl-pyrrolo]1,2-b]pyridazine-6-carboxylic acid ethyl ester (Example 1D) (264 mg, 1.0 mmol) and 427B (210 mg, 1.0 mmol) by a route analogous to that used for the preparation of compound 426. It is a dim yellow solid and has a retention time of 6.76 min (standard LC1 method, 8 min run). MS Found: (M+H)+=438.1 Reactants: CO, CSCCN1CC(c2cccc(F)c2F)CCC(NC(=O)OC(C)(C)C)C1=O, [O-][I+3]([O-])([O-])[O-], [Na+], [Na+], [Na+], O=C([O-])[O-], O. Yields the product CS(=O)CCN1CC(c2cccc(F)c2F)CCC(NC(=O)OC(C)(C)C)C1=O. As a reaction SMILES: [CH3:41][OH:42].[F:7][c:8]1[c:9]([CH:15]2[CH2:16][CH2:17][CH:18]([NH:27][C:28]([O:29][C:30]([CH3:31])([CH3:32])[CH3:33])=[O:34])[C:19](=[O:26])[N:20]([CH2:22][CH2:23][S:24][CH3:25])[CH2:21]2)[cH:10][cH:11][cH:12][c:13]1[F:14].[I+3:1]([O-:2])([O-:3])([O-:4])[O-:5].[Na+:35].[Na+:36].[Na+:6].[O-:37][C:38](=[O:39])[O-:40].[OH2:43]>>[F:7][c:8]1[c:9]([CH:15]2[CH2:16][CH2:17][CH:18]([NH:27][C:28]([O:29][C:30]([CH3:31])([CH3:32])[CH3:33])=[O:34])[C:19](=[O:26])[N:20]([CH2:22][CH2:23][S:24]([CH3:25])=[O:37])[CH2:21]2)[cH:10][cH:11][cH:12][c:13]1[F:14]. The reactants are OC1=CC=C(C=C1)CCCN1C=NC=C1 (1-[3-(4-hydroxyphenyl)propyl]imidazole), ClCC=1C=CC2=C(N=C(O2)C(C)C)C1 (5-chloromethyl-2-isopropyl benzoxazole). Yields the product N1(C=NC=C1)CCCC1=CC=C(OCC=2C=CC3=C(N=C(O3)C(C)C)C2)C=C1 (5-[4-[3-(1-imidazolyl)propyl]phenoxymethyl]-2-isopropyl-benzoxazole). Yield: 59.0%. As a reaction SMILES: [OH:1][C:2]1[CH:7]=[CH:6][C:5]([CH2:8][CH2:9][CH2:10][N:11]2[CH:15]=[CH:14][N:13]=[CH:12]2)=[CH:4][CH:3]=1.Cl[CH2:17][C:18]1[CH:19]=[CH:20][C:21]2[O:25][C:24]([CH:26]([CH3:28])[CH3:27])=[N:23][C:22]=2[CH:29]=1>>[N:11]1([CH2:10][CH2:9][CH2:8][C:5]2[CH:6]=[CH:7][C:2]([O:1][CH2:17][C:18]3[CH:19]=[CH:20][C:21]4[O:25][C:24]([CH:26]([CH3:27])[CH3:28])=[N:23][C:22]=4[CH:29]=3)=[CH:3][CH:4]=2)[CH:15]=[CH:14][N:13]=[CH:12]1. Reported procedure: In substantially the same manner as in Working Example 48, 1-[3-(4-hydroxyphenyl)propyl]imidazole was allowed to react with 5-chloromethyl-2-isopropyl benzoxazole to give 5-[4-[3-(1-imidazolyl)propyl]phenoxymethyl]-2-isopropyl-benzoxazole. The yield was 59%. Recrystallization from ethyl acetate-hexane gave colorless prisms, mp 76-77° C. Starting materials: COCC(O)COC, Clc1nc(N2CC3CCC(C2)O3)c2cn[nH]c2n1, CC(C)OC(=O)N=NC(=O)OC(C)C, C1CCOC1, c1ccc(P(c2ccccc2)c2ccccc2)cc1. Yields the product COCC(COC)n1ncc2c(N3CC4CCC(C3)O4)nc(Cl)nc21. RXN SMILES: [CH3:33][O:34][CH2:35][CH:36]([CH2:37][O:38][CH3:39])[OH:40].[Cl:15][c:16]1[n:17][c:18]([N:25]2[CH2:26][CH:27]3[CH2:28][CH2:29][CH:30]([CH2:31]2)[O:32]3)[c:19]2[c:20]([n:21]1)[nH:22][n:23][cH:24]2.[O:1]=[C:2]([O:3][CH:4]([CH3:5])[CH3:6])[N:7]=[N:8][C:9]([O:10][CH:11]([CH3:12])[CH3:13])=[O:14].[O:60]1[CH2:61][CH2:62][CH2:63][CH2:64]1.[c:41]1([P:42]([c:43]2[cH:44][cH:45][cH:46][cH:47][cH:48]2)[c:49]2[cH:50][cH:51][cH:52][cH:53][cH:54]2)[cH:55][cH:56][cH:57][cH:58][cH:59]1>>[Cl:15][c:16]1[n:17][c:18]([N:25]2[CH2:26][CH:27]3[CH2:28][CH2:29][CH:30]([CH2:31]2)[O:32]3)[c:19]2[c:20]([n:21]1)[n:22]([CH:36]([CH2:35][O:34][CH3:33])[CH2:37][O:38][CH3:39])[n:23][cH:24]2.